From a dataset of the Open Reaction Database (ORD), a public repository of structured organic reaction records. describe an organic reaction: reactants, conditions, products, and yield Reactants: COC(=O)C(C(=O)OC)c1ccc(C(F)(F)F)cc1[N+](=O)[O-], CS(C)=O, [Cl-], [Na+], O. Yields the product COC(=O)Cc1ccc(C(F)(F)F)cc1[N+](=O)[O-]. As a reaction SMILES: [CH3:1][O:2][C:3]([CH:4]([C:5]([O:6][CH3:7])=[O:8])[c:9]1[c:10]([N+:19](=[O:20])[O-:21])[cH:11][c:12]([C:15]([F:16])([F:17])[F:18])[cH:13][cH:14]1)=[O:22].[CH3:26][S:27](=[O:28])[CH3:29].[Cl-:24].[Na+:23].[OH2:25]>>[CH3:1][O:2][C:3]([CH2:4][c:9]1[c:10]([N+:19](=[O:20])[O-:21])[cH:11][c:12]([C:15]([F:16])([F:17])[F:18])[cH:13][cH:14]1)=[O:22].